describe an organic reaction: reactants, conditions, products, and yield From a dataset of the Open Reaction Database (ORD), a public repository of structured organic reaction records. The reactants are CN1CCOCC1, CCN=C=NCCCN(C)C, ClCCl, Cl, COC(=O)C1CCCCN1, On1nnc2ccccc21, O=C(O)CNC(=O)OCc1ccccc1. Yields the product COC(=O)C1CCCCN1C(=O)CNC(=O)OCc1ccccc1. RXN SMILES: [CH3:22][N:23]1[CH2:24][CH2:25][O:26][CH2:27][CH2:28]1.[CH3:44][CH2:45][N:46]=[C:47]=[N:48][CH2:49][CH2:50][CH2:51][N:52]([CH3:53])[CH3:54].[Cl:55][CH2:56][Cl:57].[ClH:1].[NH:2]1[CH:3]([C:8](=[O:9])[O:10][CH3:11])[CH2:4][CH2:5][CH2:6][CH2:7]1.[OH:12][n:13]1[c:14]2[c:15]([cH:16][cH:17][cH:18][cH:19]2)[n:20][n:21]1.[c:29]1([CH2:35][O:36][C:37](=[O:38])[NH:39][CH2:40][C:41](=[O:42])[OH:43])[cH:30][cH:31][cH:32][cH:33][cH:34]1>>[N:2]1([C:41]([CH2:40][NH:39][C:37]([O:36][CH2:35][c:29]2[cH:30][cH:31][cH:32][cH:33][cH:34]2)=[O:38])=[O:42])[CH:3]([C:8](=[O:9])[O:10][CH3:11])[CH2:4][CH2:5][CH2:6][CH2:7]1. Reactants: OC1=CC=C(C=C1)NCC(=O)O (p-hydroxy phenyl glycine), CO (methanol). Reaction conditions: time 48 hour. Product: COC(CNC1=CC=C(C=C1)O)=O (p-hydroxy phenyl glycine methyl ester). The yield is 99.0%. As a reaction SMILES: [OH:1][C:2]1[CH:7]=[CH:6][C:5]([NH:8][CH2:9][C:10]([OH:12])=[O:11])=[CH:4][CH:3]=1.[CH3:13]O>>[CH3:13][O:11][C:10](=[O:12])[CH2:9][NH:8][C:5]1[CH:6]=[CH:7][C:2]([OH:1])=[CH:3][CH:4]=1. Procedure: The p-hydroxy phenyl glycine (74.0 g, 442 mmol) was suspended in methanol (500 mL), cooled in an ice bath and HCl (gas) was bubbled through the reaction mixture for 20 minutes, to give a clear solution. The reaction was stirred at rt for 48 h, concentrated in vacuo to give an oil which was triturated with ethyl ether to give the p-hydroxy phenyl glycine methyl ester (95.8 g, 99%) as a white powder. MS found: (M+H)+=182. Starting materials: CCOC(C)=O, O=[N+]([O-])c1ccc(OCCN2CCOCC2)cc1F, [H][H]. The product is Nc1ccc(OCCN2CCOCC2)cc1F. RXN SMILES: [CH3:22][CH2:23][O:24][C:25](=[O:26])[CH3:27].[F:1][c:2]1[cH:3][c:4]([O:5][CH2:6][CH2:7][N:8]2[CH2:9][CH2:10][O:11][CH2:12][CH2:13]2)[cH:14][cH:15][c:16]1[N+:17]([O-:18])=[O:19].[H:20][H:21]>>[F:1][c:2]1[cH:3][c:4]([O:5][CH2:6][CH2:7][N:8]2[CH2:9][CH2:10][O:11][CH2:12][CH2:13]2)[cH:14][cH:15][c:16]1[NH2:17]. Reactants: ClC(CC(=O)OCC)=O (Ethyl 3-chloro-3-oxopropanoate), FC1=C(C=C(C=C1)F)C(N)=NO (2,5-difluoro-N′-hydroxybenzenecarboximidamide). Solvent: N1=CC=CC=C1 (pyridine). The product is FC1=C(C=C(C=C1)F)C1=NOC(=N1)CC(=O)OCC (ethyl 2-(3-(2,5-difluorophenyl)-1,2,4-oxadiazol-5-yl)acetate). Yield: 770.5%. RXN SMILES: Cl[C:2](=[O:9])[CH2:3][C:4]([O:6][CH2:7][CH3:8])=[O:5].[F:10][C:11]1[CH:16]=[CH:15][C:14]([F:17])=[CH:13][C:12]=1[C:18](=[N:20]O)[NH2:19]>N1C=CC=CC=1>[F:10][C:11]1[CH:16]=[CH:15][C:14]([F:17])=[CH:13][C:12]=1[C:18]1[N:20]=[C:2]([CH2:3][C:4]([O:6][CH2:7][CH3:8])=[O:5])[O:9][N:19]=1. Procedure details: Ethyl 3-chloro-3-oxopropanoate (1.7 mL; 13.2 mmol) was added to 2,5-difluoro-N′-hydroxybenzenecarboximidamide (JRD-Fluorochemical, 1.13 g; 0.6 mmol) in pyridine (30 mL). The mixture was heated to reflux for 4 hours and the solvent removed in vacuo. The residue was taken up into DCM (20 mL) and washed with water (10 mL). The organic phase was passed through a hydrophobic frit and the solvent removed in vacuo. The residue was purified on a Biotage 25+M column, eluting with petrol containing increa... Starting materials: C1(=CC=CC=C1)CCCN1C(C2=C(C1O)C=C(C=C2)OC)=O (2-(3-Phenylpropyl)-5-methoxy-3-hydroxy-1-oxo-1,3-dihydrobenzo[c]pyrrole). Solvent: Cl.CCO (HCl EtOH). Reaction conditions: time 3 hour. Yields the product C1(=CC=CC=C1)CCCN1C(C2=C(C1)C=C(C=C2)OC)=O (2-(3-phenylpropyl)-5-methoxy-1-oxo-1,3-dihydrobenzo[c]pyrrole). RXN SMILES: [C:1]1([CH2:7][CH2:8][CH2:9][N:10]2[CH:14](O)[C:13]3[CH:16]=[C:17]([O:20][CH3:21])[CH:18]=[CH:19][C:12]=3[C:11]2=[O:22])[CH:6]=[CH:5][CH:4]=[CH:3][CH:2]=1>Cl.CCO>[C:1]1([CH2:7][CH2:8][CH2:9][N:10]2[CH2:14][C:13]3[CH:16]=[C:17]([O:20][CH3:21])[CH:18]=[CH:19][C:12]=3[C:11]2=[O:22])[CH:2]=[CH:3][CH:4]=[CH:5][CH:6]=1 |f:1.2|. Reported procedure: 2-(3-Phenylpropyl)-5-methoxy-3-hydroxy-1-oxo-1,3-dihydrobenzo[c]pyrrole (2.49 g, 8.38 mmol) is dissolved in HCl/EtOH (50 ml concentrated HCl, 150 ml EtOH), and N2 is bubbled through the solution for 10 minutes followed by the addition of the catalyst, 10% Pd/C (200 mg). The mixture is hydrogenated on a Parr-Shaker apparatus at 3 atmospheres pressure for 3 hours. After filtering the reaction through a pad of Celite, the filtrate is concentrated in vacuo, and the residue is dissolved in EtOAc (200... Reactants: BrCCCCBr, CC(C)(C)OC(=O)N1CCC(O)CC1, CN(C)C=O, [H-], [Na+]. Product: CC(C)(C)OC(=O)N1CCC(OCCCCBr)CC1. Reaction SMILES: [Br:17][CH2:18][CH2:19][CH2:20][CH2:21][Br:22].[C:1]([CH3:2])([CH3:3])([CH3:4])[O:5][C:6](=[O:7])[N:8]1[CH2:9][CH2:10][CH:11]([OH:14])[CH2:12][CH2:13]1.[CH3:23][N:24]([CH3:25])[CH:26]=[O:27].[H-:15].[Na+:16]>>[C:1]([CH3:2])([CH3:3])([CH3:4])[O:5][C:6](=[O:7])[N:8]1[CH2:9][CH2:10][CH:11]([O:14][CH2:21][CH2:20][CH2:19][CH2:18][Br:17])[CH2:12][CH2:13]1. Starting materials: solid, Cl.Cl.O1CCC2=C1C=CC=C2C2CCN(CC2)CC[C@@H]2CC[C@H](CC2)N (trans-4-{2-[4-(2,3-dihydro-benzofuran-4-yl)-piperidin-1-yl]-ethyl}-cyclohexylamine dihydrochloride), Cl.Cl.O1CCC2=C1C=CC=C2C2CCN(CC2)CC[C@@H]2CC[C@H](CC2)N (trans-4-{2-[4-(2,3-dihydro-benzofuran-4-yl)-piperidin-1-yl]-ethyl}-cyclohexylamine dihydrochloride), O1[C@H](CCC1)CC(=O)O ((R)-2-(tetrahydro-furan-2-yl)-acetic acid). Yields the product O1CCC2=C1C=CC=C2C2CCN(CC2)CC[C@@H]2CC[C@H](CC2)NC(C[C@@H]2OCCC2)=O (trans-N-(4-{2-[4-(2,3-Dihydro-benzofuran-4-yl)-piperidin-1-yl]-ethyl}-cyclohexyl)-(R)-2-(tetrahydro-furan-2-yl)-acetamide). Reaction SMILES: Cl.Cl.[O:3]1[C:7]2[CH:8]=[CH:9][CH:10]=[C:11]([CH:12]3[CH2:17][CH2:16][N:15]([CH2:18][CH2:19][C@H:20]4[CH2:25][CH2:24][C@H:23]([NH2:26])[CH2:22][CH2:21]4)[CH2:14][CH2:13]3)[C:6]=2[CH2:5][CH2:4]1.[O:27]1[CH2:31][CH2:30][CH2:29][C@@H:28]1[CH2:32][C:33](O)=[O:34]>>[O:3]1[C:7]2[CH:8]=[CH:9][CH:10]=[C:11]([CH:12]3[CH2:17][CH2:16][N:15]([CH2:18][CH2:19][C@H:20]4[CH2:21][CH2:22][C@H:23]([NH:26][C:33](=[O:34])[CH2:32][C@H:28]5[CH2:29][CH2:30][CH2:31][O:27]5)[CH2:24][CH2:25]4)[CH2:14][CH2:13]3)[C:6]=2[CH2:5][CH2:4]1 |f:0.1.2|. Reported procedure: The title compound, white solid (72 mg, 65%), MS (ISP) m/z=441.5 [(M+H)+], mp 192° C., was prepared in accordance with the general method of example 1 from trans-4-{2-[4-(2,3-dihydro-benzofuran-4-yl)-piperidin-1-yl]-ethyl}-cyclohexylamine dihydrochloride (intermediate B) (100 mg, 0.25 mmol) and (R)-2-(tetrahydro-furan-2-yl)-acetic acid. The reactants are OC1=C(C(CC(C1)C1=C(C(=C(C=C1C)C)CCl)C)=O)C(CC)=O (3-hydroxy 2-propionyl-5-(3-chloromethyl-2,4,6-trimethylphenyl)cyclohex-2-en-1-one), [C-]#N.[Na+] (sodium cyanide). Conditions: time 4 hour. Product: OC1=C(C(CC(C1)C1=C(C(=C(C=C1C)C)CC#N)C)=O)C(CC)=O (3-hydroxy-2-propionyl-5-(3-cyanomethyl-2,4,6-trimethylphenyl) cyclohex-2-en-1-one). Yield: 81.8%. As a reaction SMILES: [OH:1][C:2]1[CH2:7][CH:6]([C:8]2[C:13]([CH3:14])=[CH:12][C:11]([CH3:15])=[C:10]([CH2:16]Cl)[C:9]=2[CH3:18])[CH2:5][C:4](=[O:19])[C:3]=1[C:20](=[O:23])[CH2:21][CH3:22].[C-:24]#[N:25].[Na+]>>[OH:1][C:2]1[CH2:7][CH:6]([C:8]2[C:13]([CH3:14])=[CH:12][C:11]([CH3:15])=[C:10]([CH2:16][C:24]#[N:25])[C:9]=2[CH3:18])[CH2:5][C:4](=[O:19])[C:3]=1[C:20](=[O:23])[CH2:21][CH3:22] |f:1.2|. Procedure details: A solution of 3-hydroxy 2-propionyl-5-(3-chloromethyl-2,4,6-trimethylphenyl)cyclohex-2-en-1-one (3.32, 9.96 mmol) in dmf (15 ml) was added to a suspension of sodium cyanide (0.98, 19.9 mmol) in dmf (10 ml). The mixture was stirred at 70° for 4 h, then cooled and partitioned between methylene choride and water. The organic layer was washed with water, dried over anhydrous sodium sulfate and concentrated under reduced pressure. Chromatography on silica gel (elution with an increasing gradient of e...